From a dataset of the Open Reaction Database (ORD), a public repository of structured organic reaction records. describe an organic reaction: reactants, conditions, products, and yield Reactants: FC1=C(C=CC(=C1)F)NC=1C=CC=2C(NN=CC2N1)=O (2-(2,4-difluorophenylamino)pyrido[3,2-d]pyridazin-5(6H)-one), P(=O)(Cl)(Cl)Cl (phosphorus oxychloride). Reaction conditions: temperature 100 celsius. Yields the product ClC1=NN=CC2=C1C=CC(=N2)NC2=C(C=C(C=C2)F)F (5-chloro-N-(2,4-difluorophenyl)pyrido[3,2-d]pyridazin-2-amine). Reaction SMILES: [F:1][C:2]1[CH:7]=[C:6]([F:8])[CH:5]=[CH:4][C:3]=1[NH:9][C:10]1[CH:11]=[CH:12][C:13]2[C:14](=O)[NH:15][N:16]=[CH:17][C:18]=2[N:19]=1.P(Cl)(Cl)([Cl:23])=O>>[Cl:23][C:14]1[C:13]2[CH:12]=[CH:11][C:10]([NH:9][C:3]3[CH:4]=[CH:5][C:6]([F:8])=[CH:7][C:2]=3[F:1])=[N:19][C:18]=2[CH:17]=[N:16][N:15]=1. Procedure: A heterogeneous mixture of 2-(2,4-difluorophenylamino)pyrido[3,2-d]pyridazin-5(6H)-one (1.08 g, 3.9 mmol) and phosphorus oxychloride (10.00 mL, 39 mmol) was heated at 100° C. for 1.5 h. The excess POCl3 was removed on the rotovap and the crude residue was treated with ice cold 1N NaOH. The precipitated solid was filtered, rinsed with 2×5 mL of water followed by 2×5 mL of ether, and dried in a vacuum oven at 45° C. for 18 h to provide 5-chloro-N-(2,4-difluorophenyl)pyrido[3,2-d]pyridazin-2-amine ... The reactants are COC(=O)C1=NC(=CC=C1)CO (6-hydroxymethylpyridine-2-carboxylic acid methyl ester), O (water). The reagents and catalysts are [O-2].[O-2].[Mn+4] (manganese dioxide). The solvent is ClCCCl (1,2-dichloroethane). Product: COC(=O)C1=NC(=CC=C1)C=O (6-formylpyridine-2-carboxylic Acid Methyl Ester). Isolated yield 79.0%. RXN SMILES: [CH3:1][O:2][C:3]([C:5]1[CH:10]=[CH:9][CH:8]=[C:7]([CH2:11][OH:12])[N:6]=1)=[O:4].O>ClCCCl.[O-2].[O-2].[Mn+4]>[CH3:1][O:2][C:3]([C:5]1[CH:10]=[CH:9][CH:8]=[C:7]([CH:11]=[O:12])[N:6]=1)=[O:4] |f:3.4.5|. Procedure details: A solution of 3 g of 6-hydroxymethylpyridine-2-carboxylic acid methyl ester (16.5 mmol) in 70 ml of 1,2-dichloroethane containing 15 g of manganese dioxide (165 mmol) is heated under reflux for 4 hours with removal of the water formed continuously. The solid is removed by filtration on celite and then the dichloromethane is evaporated off. The title product is isolated by chromatography on a silica column (eluent: dichloromethane/ethyl acetate; 70:30). 2.33 g of a yellow oil are recovered.